Dataset: the Open Reaction Database (ORD), a public repository of structured organic reaction records. Task: describe an organic reaction: reactants, conditions, products, and yield Starting materials: COc1cccc(C=O)c1, CC(=O)OC(C)=O, Cc1ccc2ccc(Cl)cc2n1. The product is COc1cccc(C=Cc2ccc3ccc(Cl)cc3n2)c1. As a reaction SMILES: [CH3:1][O:2][c:3]1[cH:4][c:5]([CH:6]=[O:7])[cH:8][cH:9][cH:10]1.[CH3:23][C:24]([O:25][C:26](=[O:27])[CH3:28])=[O:29].[Cl:11][c:12]1[cH:13][cH:14][c:15]2[cH:16][cH:17][c:18]([CH3:22])[n:19][c:20]2[cH:21]1>>[CH3:1][O:2][c:3]1[cH:4][c:5]([CH:6]=[CH:22][c:18]2[cH:17][cH:16][c:15]3[cH:14][cH:13][c:12]([Cl:11])[cH:21][c:20]3[n:19]2)[cH:8][cH:9][cH:10]1.